From a dataset of the Open Reaction Database (ORD), a public repository of structured organic reaction records. describe an organic reaction: reactants, conditions, products, and yield Reactants: C(\C=C\C(=O)O)(=O)O (fumaric acid), C1(CCCCCCC1)CN1C=NC=C1 (1 -cyclooctylmethyl imidazole). The solvent is C(C)O (ethanol), C(C)O (ethanol). Conditions: time 10 minute. The product is C(\C=C\C(=O)O)(=O)O.C1(CCCCCCC1)CN1C=NC=C1 (1-cyclooctylmethylimidazole hydrogen fumarate). Isolated yield 71.9%. RXN SMILES: [C:1]([OH:8])(=[O:7])/[CH:2]=[CH:3]/[C:4]([OH:6])=[O:5].[CH:9]1([CH2:17][N:18]2[CH:22]=[CH:21][N:20]=[CH:19]2)[CH2:16][CH2:15][CH2:14][CH2:13][CH2:12][CH2:11][CH2:10]1>C(O)C>[C:1]([OH:8])(=[O:7])/[CH:2]=[CH:3]/[C:4]([OH:6])=[O:5].[CH:9]1([CH2:17][N:18]2[CH:22]=[CH:21][N:20]=[CH:19]2)[CH2:16][CH2:15][CH2:14][CH2:13][CH2:12][CH2:11][CH2:10]1 |f:3.4|. Procedure: A solution of fumaric acid (0.22 g) in hot ethanol (10 ml) was added to a solution of 1 -cyclooctylmethyl imidazole (0.38 g) in ethanol (4 ml). After boiling for 10 minutes the solution was evaporated to afford a white solid. Recrystallisation from ethyl acetate afforded 1-cyclooctylmethylimidazole hydrogen fumarate (0.42 g) as white needles, m.p. 147° to 148° C. Yields the product Cc1cccc(NC(=S)CN2CCN(c3ccccn3)CC2C)c1. RXN SMILES: [CH3:1][c:2]1[cH:3][c:4]([NH:8][C:9]([CH2:10][N:11]2[CH:12]([CH3:23])[CH2:13][N:14]([c:17]3[n:18][cH:19][cH:20][cH:21][cH:22]3)[CH2:15][CH2:16]2)=[O:24])[cH:5][cH:6][cH:7]1.[CH3:25][O:26][c:27]1[cH:28][cH:29][c:30]([P:31]2(=[S:32])[S:33][P:35](=[S:36])([c:37]3[cH:38][cH:39][c:40]([O:41][CH3:42])[cH:43][cH:44]3)[S:34]2)[cH:45][cH:46]1.[CH3:47][c:48]1[cH:49][cH:50][cH:51][cH:52][cH:53]1>>[CH3:1][c:2]1[cH:3][c:4]([NH:8][C:9]([CH2:10][N:11]2[CH:12]([CH3:23])[CH2:13][N:14]([c:17]3[n:18][cH:19][cH:20][cH:21][cH:22]3)[CH2:15][CH2:16]2)=[S:34])[cH:5][cH:6][cH:7]1. Reactants: Cc1cccc(NC(=O)CN2CCN(c3ccccn3)CC2C)c1, COc1ccc(P2(=S)SP(=S)(c3ccc(OC)cc3)S2)cc1, Cc1ccccc1. Reactants: [OH-].[Na+] (NaOH), N1=CC=C(C=C1)C=O (4-pyridinecarboxaldehyde), [N+](=O)([O-])CC (nitroethane). Run in CCO (EtOH), O (water). The product is [N+](=O)([O-])C(C(O)C1=CC=NC=C1)C (2-Nitro-1-pyridin-4-yl-propan-1-ol). As a reaction SMILES: [N:1]1[CH:6]=[CH:5][C:4]([CH:7]=[O:8])=[CH:3][CH:2]=1.[N+:9]([CH2:12][CH3:13])([O-:11])=[O:10].[OH-].[Na+]>CCO.O>[N+:9]([CH:12]([CH3:13])[CH:7]([C:4]1[CH:5]=[CH:6][N:1]=[CH:2][CH:3]=1)[OH:8])([O-:11])=[O:10] |f:2.3|. Procedure details: A solution of 1.0 eq. of 4-pyridinecarboxaldehyde (63, Aldrich, cat. no. P6,240-2) and 1.5 eq of nitroethane (Aldrich, cat. no. 22,787-0) in absolute EtOH was stirred at 0° C. as a solution of 2.0 eq. of NaOH in water was added. After a time sufficient for reaction completion, the reaction mixture was concentrated by rotary evaporation and neutralized (pH 7-8) with conc. HCl. A white precipitate formed. The mixture was extracted with EtOAc. The organic layer was dried over MgSO4, filtered and th... The reactants are N1=CC(=CC=C1)CO (3-Pyridinemethanol), S(=O)(=O)([O-])OOS(=O)(=O)[O-].[NH4+].[NH4+] (Ammonium persulfate), C(C(C)(C)C)(=O)O (pivalic acid), [NH4+].[OH-] (NH4OH). Reagents/catalysts: [N+](=O)([O-])[O-].[Ag+] (silver nitrate). Run in O (H2O), OS(=O)(=O)O (H2SO4). Reaction conditions: time 2 hour. The product is C(C)(C)(C)C1=NC=C(C=O)C=C1 (6-tert-Butylnicotinaldehyde). Yield: 43.0%. As a reaction SMILES: [N:1]1[CH:6]=[CH:5][CH:4]=[C:3]([CH2:7][OH:8])[CH:2]=1.[C:9](O)(=O)[C:10](C)([CH3:12])[CH3:11].S(OOS([O-])(=O)=O)([O-])(=O)=O.[NH4+].[NH4+].[NH4+].[OH-]>OS(O)(=O)=O.O.[N+]([O-])([O-])=O.[Ag+]>[C:10]([C:6]1[CH:5]=[CH:4][C:3]([CH:7]=[O:8])=[CH:2][N:1]=1)([CH3:12])([CH3:11])[CH3:9] |f:2.3.4,5.6,9.10|. Reported procedure: 3-Pyridinemethanol (2.2 g, 20.2 mmol), pivalic acid (10.3 g, 100.8 mmol) and silver nitrate (0.68, 4.0 mmol) were suspended in 10% aqueous H2SO4 (20 ml). Ammonium persulfate (9.2 g, 40.3 mmol) in H2O (40 ml) was added to the mixture. The mixture was stirred at r.t. for 2.0 h. NH4OH was added until pH=9. The product was extracted with EtOAc. The combined organic extracts were washed with water, dried (MgSO4), filtered and concentrated. Purification was done by flash chromatography (Pet. Ether/EtO... The reactants are C(CCCCCCCCC)(=O)O (decanoic acid), [OH-].[Na+] (NaOH). Yields the product C(CCCCCCCCC)(=O)[O-].[Na+] (Sodium decanoate). As a reaction SMILES: [C:1]([OH:12])(=[O:11])[CH2:2][CH2:3][CH2:4][CH2:5][CH2:6][CH2:7][CH2:8][CH2:9][CH3:10].[OH-].[Na+:14]>>[C:1]([O-:12])(=[O:11])[CH2:2][CH2:3][CH2:4][CH2:5][CH2:6][CH2:7][CH2:8][CH2:9][CH3:10].[Na+:14] |f:1.2,3.4|. Reported procedure: Sodium decanoate was prepared by thoroughly mixing decanoic acid with 2% aqueous NaOH at about 70° C. until the pH passed 10.